This data is from the Open Reaction Database (ORD), a public repository of structured organic reaction records. The task is: describe an organic reaction: reactants, conditions, products, and yield Starting materials: C1(=CC=CC=C1)C=CC(C(CC(CCCCCCCC(=O)O)=O)O)=O (14-phenyl-9,12-dioxo- 11-hydroxytetradec-13-enoic acid), O.O.C(C(=O)O)(=O)O (oxalic acid dihydrate), [OH-].[K+] (potassium hydroxide), 10.4. The solvent is C(Cl)(Cl)Cl (chloroform). Reaction conditions: time 4 hour. The product is chloroform-ether, OC1C(=C(C(C1)=O)CCCCCCC(=O)O)C=CC1=CC=CC=C1 (3-hydroxy-5-oxo-2 -styrylcyclopent-1eneheptanoic acid). As a reaction SMILES: [OH-].[K+].[C:3]1([CH:9]=[CH:10][C:11](=O)[CH:12]([OH:26])[CH2:13][C:14](=[O:25])[CH2:15][CH2:16][CH2:17][CH2:18][CH2:19][CH2:20][CH2:21][C:22]([OH:24])=[O:23])[CH:8]=[CH:7][CH:6]=[CH:5][CH:4]=1.O.O.C(O)(=O)C(O)=O>C(Cl)(Cl)Cl>[OH:26][CH:12]1[CH2:13][C:14](=[O:25])[C:15]([CH2:16][CH2:17][CH2:18][CH2:19][CH2:20][CH2:21][C:22]([OH:24])=[O:23])=[C:11]1[CH:10]=[CH:9][C:3]1[CH:8]=[CH:7][CH:6]=[CH:5][CH:4]=1 |f:0.1,3.4.5|. Procedure details: To 3000 parts by volume of an aqueous solution containing 6.7 parts of potassium hydroxide is added, with stirring at 21°-23° over a period of about 21/4 hours, a solution of 10.4 parts of 14-phenyl-9,12-dioxo- 11-hydroxytetradec-13-enoic acid in 187 parts of chloroform. After completion of the addition, the reaction mixture is stirred for an additional 2 hours, then is made acidic by adding 10 parts of oxalic acid dihydrate. The acidic mixture is extracted with chloroform and the organic layer ...